Dataset: the Open Reaction Database (ORD), a public repository of structured organic reaction records. Task: describe an organic reaction: reactants, conditions, products, and yield Reactants: CCCc1nn(C)c2c1N=C(c1cc(C=CC(=O)O)ccc1OCC)NC2, CCOC(C)=O, CO, O. Product: CCCc1nn(C)c2c1N=C(c1cc(CCC(=O)O)ccc1OCC)NC2. As a reaction SMILES: [CH2:1]([CH3:2])[O:3][c:4]1[c:5]([C:15]2=[N:20][c:19]3[c:18]([n:23]([CH3:24])[n:22][c:21]3[CH2:25][CH2:26][CH3:27])[CH2:17][NH:16]2)[cH:6][c:7]([CH:8]=[CH:9][C:10](=[O:11])[OH:12])[cH:13][cH:14]1.[CH3:28][CH2:29][O:30][C:31](=[O:32])[CH3:33].[CH3:35][OH:36].[OH2:34]>>[CH2:1]([CH3:2])[O:3][c:4]1[c:5]([C:15]2=[N:20][c:19]3[c:18]([n:23]([CH3:24])[n:22][c:21]3[CH2:25][CH2:26][CH3:27])[CH2:17][NH:16]2)[cH:6][c:7]([CH2:8][CH2:9][C:10](=[O:11])[OH:12])[cH:13][cH:14]1.